Dataset: the Open Reaction Database (ORD), a public repository of structured organic reaction records. Task: describe an organic reaction: reactants, conditions, products, and yield The reactants are C(=C)C1=NC=CC=C1 (2-vinylpyridine), COP(OC)[O-] (dimethylphosphite), Cl[Si](C)(C)Cl (dichlorodimethylsilane). The product is N1=C(C=CC=C1)CCP(OC)(OC)=O (dimethyl 2-(2-pyridyl)ethylphosphonate). The yield is 46.5%. RXN SMILES: [CH:1]([C:3]1[CH:8]=[CH:7][CH:6]=[CH:5][N:4]=1)=[CH2:2].[CH3:9][O:10][P:11]([O-:14])[O:12][CH3:13].Cl[Si](Cl)(C)C>>[N:4]1[CH:5]=[CH:6][CH:7]=[CH:8][C:3]=1[CH2:1][CH2:2][P:11](=[O:14])([O:12][CH3:13])[O:10][CH3:9]. Procedure: A dry r. b. flask was loaded with 108 ml of 2-vinylpyridine (1 mole) and 92 ml of dimethylphosphite (1 mole) under nitrogen. Dropwise addition of 25 ml of dichlorodimethylsilane (0.21 mole) gave exothermic reaction to 86° C. even with ice bath cooling. Once the exotherm subsided the reaction mixture was fitted for vacuum distillation. A possible exotherm was noted around 98° C. The distillation was shut down, the traps cleaned, and distillation recommenced giving 100 g dimethyl 2-(2-pyridyl)ethy... Reactants: ClC=1C(=NC=NC1Cl)N (5,6-dichloropyrimidin-4-amine), NCC1CCN(CC1)C(=O)OC(C)(C)C (tert-butyl 4-(aminomethyl)piperidine-1-carboxylate), O(C1=CC=CC=C1)C1=CC=C(C=C1)B(O)O ((4-phenoxyphenyl)boronic acid), C1(=CCC1)C(=O)O (cyclobut-1-enecarboxylic acid). Yields the product NC1=C(C(=NC=N1)NCC1CCN(CC1)C(=O)C1=CCC1)C1=CC=C(C=C1)OC1=CC=CC=C1 ((4-(((6-amino-5-(4-phenoxyphenyl)pyrimidin-4-yl)amino)methyl)piperidin-1-yl)(cyclobut-1-en-1-yl)methanone). RXN SMILES: Cl[C:2]1[C:3]([NH2:9])=[N:4][CH:5]=[N:6][C:7]=1Cl.[NH2:10][CH2:11][CH:12]1[CH2:17][CH2:16][N:15]([C:18]([O:20]C(C)(C)C)=O)[CH2:14][CH2:13]1.[O:25]([C:32]1[CH:37]=[CH:36][C:35](B(O)O)=[CH:34][CH:33]=1)[C:26]1[CH:31]=[CH:30][CH:29]=[CH:28][CH:27]=1.[C:41]1(C(O)=O)[CH2:44][CH2:43][CH:42]=1>>[NH2:9][C:3]1[N:4]=[CH:5][N:6]=[C:7]([NH:10][CH2:11][CH:12]2[CH2:13][CH2:14][N:15]([C:18]([C:41]3[CH2:44][CH2:43][CH:42]=3)=[O:20])[CH2:16][CH2:17]2)[C:2]=1[C:29]1[CH:30]=[CH:31][C:26]([O:25][C:32]2[CH:37]=[CH:36][CH:35]=[CH:34][CH:33]=2)=[CH:27][CH:28]=1. Procedure: (4-(((6-amino-5-(4-phenoxyphenyl)pyrimidin-4-yl)amino)methyl)piperidin-1-yl)(cyclobut-1-en-1-yl)methanone was prepared from 5,6-dichloropyrimidin-4-amine, tert-butyl 4-(aminomethyl)piperidine-1-carboxylate, (4-phenoxyphenyl)boronic acid, and cyclobut-1-enecarboxylic acid using methods B, C, D, and E. HPLC purity: 99%. MS: m/z=456 [M+H]+.